This data is from the Open Reaction Database (ORD), a public repository of structured organic reaction records. The task is: describe an organic reaction: reactants, conditions, products, and yield The reactants are C(C1=CC=CC=C1)N1C=NC=2N(C(N(C(C12)=O)CCCC[C@H](C)O)=O)C ((S)-7-benzyl-1-(5-hydroxyhexyl)-3-methylxanthine), C(C)(=O)O (acetic acid), [H][H] (hydrogen). Reagents/catalysts: [Pd] (palladium on carbon). Solvent: CO (methanol). The product is O[C@H](CCCCN1C(=O)N(C=2N=CNC2C1=O)C)C ((S)-1-(5-hydroxyhexyl)-3-methylxanthine). Yield: 62.6%. RXN SMILES: C([N:8]1[C:16]2[C:15](=[O:17])[N:14]([CH2:18][CH2:19][CH2:20][CH2:21][C@@H:22]([OH:24])[CH3:23])[C:13](=[O:25])[N:12]([CH3:26])[C:11]=2[N:10]=[CH:9]1)C1C=CC=CC=1.C(O)(=O)C.[H][H]>[Pd].CO>[OH:24][C@@H:22]([CH3:23])[CH2:21][CH2:20][CH2:19][CH2:18][N:14]1[C:15](=[O:17])[C:16]2[NH:8][CH:9]=[N:10][C:11]=2[N:12]([CH3:26])[C:13]1=[O:25]. Procedure: (S)-7-benzyl-1(5-(4-nitrobenzoyloxy)hexyl)-3-methylxanthine (25 g, 49.5 mmol) was added to a solution for sodium hydroxide (3.36 g, 84 mmol) in methanol (200 ml). After stirring for 2 hours, the pH was adjusted to 4 by addition of 1 N hydrochloric acid solution. After concentrating under reduced pressure, the residue was partitioned between water (150 ml) and ethyl acetate (300 ml). The organic layer was washed with saturated aqueous sodium chloride solution (150 ml), dried over anhydrous magnes... The reactants are CCC(Br)c1[nH]c2cc(C(=O)OC)ccc2c1C(=O)C(C)C, CC(=O)[O-], CC(=O)O, [K+]. The product is CCC(OC(C)=O)c1[nH]c2cc(C(=O)OC)ccc2c1C(=O)C(C)C. Reaction SMILES: [Br:1][CH:2]([CH2:3][CH3:4])[c:5]1[nH:6][c:7]2[cH:8][c:9]([C:19](=[O:20])[O:21][CH3:22])[cH:10][cH:11][c:12]2[c:13]1[C:14]([CH:15]([CH3:16])[CH3:17])=[O:18].[CH3:24][C:25]([O-:26])=[O:27].[CH3:28][C:29](=[O:30])[OH:31].[K+:23]>>[CH:2]([CH2:3][CH3:4])([c:5]1[nH:6][c:7]2[cH:8][c:9]([C:19](=[O:20])[O:21][CH3:22])[cH:10][cH:11][c:12]2[c:13]1[C:14]([CH:15]([CH3:16])[CH3:17])=[O:18])[O:27][C:25]([CH3:24])=[O:26].